This data is from the Open Reaction Database (ORD), a public repository of structured organic reaction records. The task is: describe an organic reaction: reactants, conditions, products, and yield Reactants: ClCCl, Cc1cccc(C)c1-n1cc(C(O)C(NC(=O)C2CCOCC2)c2ccc(F)cc2F)ccc1=O, O. The product is Cc1cccc(C)c1-n1cc(C(=O)C(NC(=O)C2CCOCC2)c2ccc(F)cc2F)ccc1=O. Reaction SMILES: [Cl:37][CH2:38][Cl:39].[F:1][c:2]1[c:3]([CH:9]([CH:10]([OH:11])[c:12]2[cH:13][n:14](-[c:19]3[c:20]([CH3:26])[cH:21][cH:22][cH:23][c:24]3[CH3:25])[c:15](=[O:18])[cH:16][cH:17]2)[NH:27][C:28](=[O:29])[CH:30]2[CH2:31][CH2:32][O:33][CH2:34][CH2:35]2)[cH:4][cH:5][c:6]([F:8])[cH:7]1.[OH2:36]>>[F:1][c:2]1[c:3]([CH:9]([C:10](=[O:11])[c:12]2[cH:13][n:14](-[c:19]3[c:20]([CH3:26])[cH:21][cH:22][cH:23][c:24]3[CH3:25])[c:15](=[O:18])[cH:16][cH:17]2)[NH:27][C:28](=[O:29])[CH:30]2[CH2:31][CH2:32][O:33][CH2:34][CH2:35]2)[cH:4][cH:5][c:6]([F:8])[cH:7]1.